From a dataset of the Open Reaction Database (ORD), a public repository of structured organic reaction records. describe an organic reaction: reactants, conditions, products, and yield The reactants are [OH-].[Na+] (sodium hydroxide), OCC=1C(=CC=CC1)CO (α,α′-dihydroxy-o-xylene). Yields the product C1C2=CC=CC=C2CO1 (phthalan). Yield: 96.0%. Reaction SMILES: [OH-].[Na+].O[CH2:4][C:5]1[C:6]([CH2:11][OH:12])=[CH:7][CH:8]=[CH:9][CH:10]=1>>[CH2:11]1[O:12][CH2:4][C:5]2[C:6]1=[CH:7][CH:8]=[CH:9][CH:10]=2 |f:0.1|. Procedure details: The procedure of Example 15 was performed except that the pH of the reaction mixture was regulated to 12 by use of sodium hydroxide. The reaction mixture was sampled for analysis. Formation of α,α′-dihydroxy-o-xylene was not observed. Instead, phthalan was formed at a yield of 96% based on α,α′-dichloro-o-xylene. Reactants: BrC1=CC(=C(C=C1)C1=NN=C2N1C=C(C=C2)C2=C(N=C1OC=CN12)C1=CC=C(C=C1)F)F (3-(4-bromo-2-fluorophenyl)-6-[6-(4-fluorophenyl)-imidazo[2,1-b]oxazol-5-yl]-[1,2,4]triazolo[4,3-a]pyridine), CN(C)C=O (DMF), NCC(CO)(C)C (3-amino-2,2-dimethyl-propan-1-ol), TEA. The reagents and catalysts are Cl[Pd]([P](C1=CC=CC=C1)(C2=CC=CC=C2)C3=CC=CC=C3)([P](C4=CC=CC=C4)(C5=CC=CC=C5)C6=CC=CC=C6)Cl (dichlorobis(triphenylphosphine)palladium). Conditions: temperature 100 celsius. Product: FC=1C=C(C(=O)NCC(CO)(C)C)C=CC1C1=NN=C2N1C=C(C=C2)C2=C(N=C1OC=CN12)C1=CC=C(C=C1)F (3-Fluoro-4-{6-[6-(4-fluorophenyl)-imidazo[2,1-b]oxazol-5-yl]-[1,2,4]triazolo[4,3-a]pyridin-3-yl}-N-(3-hydroxy-2,2-dimethylpropyl)-benzamide). Isolated yield 85.0%. Reaction SMILES: Br[C:2]1[CH:7]=[CH:6][C:5]([C:8]2[N:12]3[CH:13]=[C:14]([C:17]4[N:24]5[C:20]([O:21][CH:22]=[CH:23]5)=[N:19][C:18]=4[C:25]4[CH:30]=[CH:29][C:28]([F:31])=[CH:27][CH:26]=4)[CH:15]=[CH:16][C:11]3=[N:10][N:9]=2)=[C:4]([F:32])[CH:3]=1.[NH2:33][CH2:34][C:35]([CH3:39])([CH3:38])[CH2:36][OH:37].CN([CH:43]=[O:44])C>Cl[Pd](Cl)([P](C1C=CC=CC=1)(C1C=CC=CC=1)C1C=CC=CC=1)[P](C1C=CC=CC=1)(C1C=CC=CC=1)C1C=CC=CC=1>[F:32][C:4]1[CH:3]=[C:2]([CH:7]=[CH:6][C:5]=1[C:8]1[N:12]2[CH:13]=[C:14]([C:17]3[N:24]4[C:20]([O:21][CH:22]=[CH:23]4)=[N:19][C:18]=3[C:25]3[CH:30]=[CH:29][C:28]([F:31])=[CH:27][CH:26]=3)[CH:15]=[CH:16][C:11]2=[N:10][N:9]=1)[C:43]([NH:33][CH2:34][C:35]([CH3:39])([CH3:38])[CH2:36][OH:37])=[O:44] |^1:47,66|. Procedure details: A mixture of 3-(4-bromo-2-fluorophenyl)-6-[6-(4-fluorophenyl)-imidazo[2,1-b]oxazol-5-yl]-[1,2,4]triazolo[4,3-a]pyridine (0.20 g, 0.41 mmol; Example #K.1.3), 3-amino-2,2-dimethyl-propan-1-ol (0.21 g, 2.0 mmol; Lancaster), and TEA (0.175 mL, 1.21 mmol) in DMF (5 mL) was vacuum purged with carbon monoxide three times followed by the addition of dichlorobis(triphenylphosphine)palladium (II) (0.03 g, 0.04 mmol) and subsequent vacuum purging with carbon monoxide five times. The reaction was heated at ... As a reaction SMILES: [Br:1][C:2]1[C:3](Cl)=[C:4]([N+:9]([O-:11])=[O:10])[C:5]([NH2:8])=[N:6][CH:7]=1.[Cl:13][C:14]1[CH:26]=[CH:25][C:17]([CH2:18][N:19]2[CH2:24][CH2:23][NH:22][CH2:21][CH2:20]2)=[CH:16][CH:15]=1.C(N(C(C)C)CC)(C)C>C(O)(C)C>[Br:1][C:2]1[C:3]([N:22]2[CH2:21][CH2:20][N:19]([CH2:18][C:17]3[CH:25]=[CH:26][C:14]([Cl:13])=[CH:15][CH:16]=3)[CH2:24][CH2:23]2)=[C:4]([N+:9]([O-:11])=[O:10])[C:5]([NH2:8])=[N:6][CH:7]=1. Reactants: BrC=1C(=C(C(=NC1)N)[N+](=O)[O-])Cl (5-bromo-4-chloro-3-nitro-pyridin-2-ylamine), C(C)(C)N(CC)C(C)C (diisopropylethylamine), ClC1=CC=C(CN2CCNCC2)C=C1 (1-(4-chlorobenzyl)-piperazine). Yield: 70.0%. Reaction conditions: temperature 45 celsius. Solvent: C(C)(C)O (isopropanol). Yields the product BrC=1C(=C(C(=NC1)N)[N+](=O)[O-])N1CCN(CC1)CC1=CC=C(C=C1)Cl (5-Bromo-4-(4-(4-chlorobenzyl)piperazin-1-yl)-3-nitropyridin-2-amine), solid. Reported procedure: To a mixture of 5-bromo-4-chloro-3-nitro-pyridin-2-ylamine (0.126 g, 0.50 mmol) and isopropanol (15 ml) was added 1-(4-chlorobenzyl)-piperazine (0.115 g, 0.55 mmol) followed by diisopropylethylamine (0.10 ml, 0.55 mmol). The reaction mixture was heated at 45° C. for 18 h, then allowed to cool to room temperature. The precipitate was collected by filtration and washed with isopropanol and diethyl ether. The title compound was thus obtained as a yellow solid (0.148 g, 70%); 1H-NMR (500 MHz, DMSO-d... Starting materials: CO, COC(=O)C(Oc1ccc2c(c1)CCC2)c1ccc(OCCCOc2ccc(Cl)cc2)cc1, Cl, [K+], [OH-], O. Yields the product O=C(O)C(Oc1ccc2c(c1)CCC2)c1ccc(OCCCOc2ccc(Cl)cc2)cc1. Reaction SMILES: [CH3:36][OH:37].[CH3:3][O:4][C:5]([CH:6]([c:7]1[cH:8][cH:9][c:10]([O:13][CH2:14][CH2:15][CH2:16][O:17][c:18]2[cH:19][cH:20][c:21]([Cl:24])[cH:22][cH:23]2)[cH:11][cH:12]1)[O:25][c:26]1[cH:27][c:28]2[c:32]([cH:33][cH:34]1)[CH2:31][CH2:30][CH2:29]2)=[O:35].[ClH:38].[K+:2].[OH-:1].[OH2:39]>>[O:4]=[C:5]([CH:6]([c:7]1[cH:8][cH:9][c:10]([O:13][CH2:14][CH2:15][CH2:16][O:17][c:18]2[cH:19][cH:20][c:21]([Cl:24])[cH:22][cH:23]2)[cH:11][cH:12]1)[O:25][c:26]1[cH:27][c:28]2[c:32]([cH:33][cH:34]1)[CH2:31][CH2:30][CH2:29]2)[OH:35]. Reactants: C(#N)C(C)=C1CCN(CC1)C1=C(C=C(C=C1)N1C(O[C@H](C1)CN)=O)F ((S)-N-{3-[4-(4-(1-cyanoethylidene)-piperidin-1-yl)-3-fluorophenyl]-2-oxo-oxazolidin-5-ylmethyl}-amine), ClC(C(=O)O)Cl (dichloroacetic acid). The product is C(#N)C(C)=C1CCN(CC1)C1=C(C=C(C=C1)N1C(O[C@H](C1)CNC(C(Cl)Cl)=O)=O)F ((S)-N-{3-[4-(4-(1-cyanoethylidene)-piperidin-1-yl)-3-fluorophenyl]-2-oxo-oxazolidin-5-ylmethyl}-dichloroacetamide). The yield is 63.0%. As a reaction SMILES: [C:1]([C:3](=[C:5]1[CH2:10][CH2:9][N:8]([C:11]2[CH:16]=[CH:15][C:14]([N:17]3[CH2:21][C@H:20]([CH2:22][NH2:23])[O:19][C:18]3=[O:24])=[CH:13][C:12]=2[F:25])[CH2:7][CH2:6]1)[CH3:4])#[N:2].[Cl:26][CH:27]([Cl:31])[C:28](O)=[O:29]>>[C:1]([C:3](=[C:5]1[CH2:10][CH2:9][N:8]([C:11]2[CH:16]=[CH:15][C:14]([N:17]3[CH2:21][C@H:20]([CH2:22][NH:23][C:28](=[O:29])[CH:27]([Cl:31])[Cl:26])[O:19][C:18]3=[O:24])=[CH:13][C:12]=2[F:25])[CH2:7][CH2:6]1)[CH3:4])#[N:2]. Procedure details: The title compound was prepared by following the procedure of Example 29 and by using (S)-N-{3-[4-(4-(1-cyanoethylidene)-piperidin-1-yl)-3-fluorophenyl]-2-oxo-oxazolidin-5-ylmethyl}-amine and dichloroacetic acid in 63% yield. The reactants are [H-].[Na+] (sodium hydride), FC1=CC=C(C(=O)C2=CC=C(CN3C=C(C4=C3N=C(NC4=O)SC)C)C=C2)C=C1 (7-[4-(4-fluorobenzoyl)benzyl]-5-methyl-2-methylthio-7H-pyrrolo[2,3-d]pyrimidin-4(3H)-one), CI (methyl iodide). The solvent is C(C)(=O)OCC (ethyl acetate), COCCOC (DME). Run at time 30 minute. The product is CN1C(=NC2=C(C1=O)C(=CN2CC2=CC=C(C=C2)C(C2=CC=C(C=C2)F)=O)C)SC (3,5-Dimethyl-7-[4-(4-fluorobenzoyl)benzyl]-2-methylthio-7H-pyrrolo[2,3-d]pyrimidin-4(3H)-one). Yield: 68.5%. RXN SMILES: [F:1][C:2]1[CH:29]=[CH:28][C:5]([C:6]([C:8]2[CH:27]=[CH:26][C:11]([CH2:12][N:13]3[C:17]4[N:18]=[C:19]([S:23][CH3:24])[NH:20][C:21](=[O:22])[C:16]=4[C:15]([CH3:25])=[CH:14]3)=[CH:10][CH:9]=2)=[O:7])=[CH:4][CH:3]=1.[H-].[Na+].[CH3:32]I>COCCOC.C(OCC)(=O)C>[CH3:32][N:20]1[C:21](=[O:22])[C:16]2[C:15]([CH3:25])=[CH:14][N:13]([CH2:12][C:11]3[CH:26]=[CH:27][C:8]([C:6](=[O:7])[C:5]4[CH:28]=[CH:29][C:2]([F:1])=[CH:3][CH:4]=4)=[CH:9][CH:10]=3)[C:17]=2[N:18]=[C:19]1[S:23][CH3:24] |f:1.2|. Reported procedure: Under argon gas, 7-[4-(4-fluorobenzoyl)benzyl]-5-methyl-2-methylthio-7H-pyrrolo[2,3-d]pyrimidin-4(3H)-one (1.85 g) was dissolved in anhydrous DME (50 ml)anhydrous DMF (50 ml) and, under ice-cooling, 60% sodium hydride-oil (176 mg) was added in two installments. After 30 minutes of stirring, methyl iodide (681 mg) was added. Then, at room temperature, the mixture was stirred overnight. This reaction mixture was diluted with ethyl acetate, washed with saturated aqueous NaCl solution, and dried ove... Reaction SMILES: [NH:8]=[C:9]1[NH:10][C:11](=[NH:18])[c:12]2[cH:13][cH:14][cH:15][cH:16][c:17]21.[O:1]=[C:2]1[S:3][CH2:4][C:5](=[NH:7])[NH:6]1.[OH2:19]>>[O:1]=[C:2]1[S:3][C:4](=[C:11]2[NH:10][C:9](=[NH:8])[c:17]3[c:12]2[cH:13][cH:14][cH:15][cH:16]3)[C:5](=[NH:7])[NH:6]1. The product is N=C1NC(=O)SC1=C1NC(=N)c2ccccc21. Reactants: N=C1NC(=N)c2ccccc21, N=C1CSC(=O)N1, O. The reactants are COc1ccccc1Cc1nnc(-c2ccccc2C(=O)O)o1, CCO, c1ccccc1. The product is COc1ccccc1Cc1nnc(-c2ccccc2C)o1. RXN SMILES: [CH2:1]([c:2]1[c:3]([O:8][CH3:9])[cH:4][cH:5][cH:6][cH:7]1)[c:10]1[n:11][n:12][c:13](-[c:15]2[c:16]([C:17]([OH:18])=[O:19])[cH:20][cH:21][cH:22][cH:23]2)[o:14]1.[CH2:24]([OH:25])[CH3:26].[cH:27]1[cH:28][cH:29][cH:30][cH:31][cH:32]1>>[CH2:1]([c:2]1[c:3]([O:8][CH3:9])[cH:4][cH:5][cH:6][cH:7]1)[c:10]1[n:11][n:12][c:13](-[c:15]2[c:16]([CH3:17])[cH:20][cH:21][cH:22][cH:23]2)[o:14]1. Reactants: Cl.C1(=CC=CC=C1)N(C(=O)C1=CC2=C(N(C(=N2)CNC2=CC=C(C=C2)C(N)=N)C)C=C1)CCC(=O)OCC (1-methyl-2-[N-(4-amidinophenyl)aminomethyl]benzimidazol-5-yl-carboxylic acid-N-phenyl-N-(2-ethoxycarbonylethyl)amide hydrochloride), ClC(=O)OCCS(=O)(=O)C (2-(methylsulfonyl)ethyl chloroformate), C32H36N6O7S. Solvent: ClCCl.C(C)O (dichloromethane ethanol). The product is C1(=CC=CC=C1)N(C(=O)C1=CC2=C(N(C(=N2)CNC2=CC=C(C=C2)C(NC(=O)OCCS(=O)(=O)C)=N)C)C=C1)CCC(=O)OCC (1-Methyl-2-[N-[4-[N-(2-(methylsulfonyl)ethyloxycarbonyl]amidino]phenyl]aminomethyl]-benzimidazol-5-yl-carboxylic acid-N-phenyl-N-(2-ethoxycarbonylethyl)amide). The yield is 66.0%. RXN SMILES: Cl.[C:2]1([N:8]([CH2:32][CH2:33][C:34]([O:36][CH2:37][CH3:38])=[O:35])[C:9]([C:11]2[CH:31]=[CH:30][C:14]3[N:15]([CH3:29])[C:16]([CH2:18][NH:19][C:20]4[CH:25]=[CH:24][C:23]([C:26](=[NH:28])[NH2:27])=[CH:22][CH:21]=4)=[N:17][C:13]=3[CH:12]=2)=[O:10])[CH:7]=[CH:6][CH:5]=[CH:4][CH:3]=1.Cl[C:40]([O:42][CH2:43][CH2:44][S:45]([CH3:48])(=[O:47])=[O:46])=[O:41]>ClCCl.C(O)C>[C:2]1([N:8]([CH2:32][CH2:33][C:34]([O:36][CH2:37][CH3:38])=[O:35])[C:9]([C:11]2[CH:31]=[CH:30][C:14]3[N:15]([CH3:29])[C:16]([CH2:18][NH:19][C:20]4[CH:25]=[CH:24][C:23]([C:26](=[NH:27])[NH:28][C:40]([O:42][CH2:43][CH2:44][S:45]([CH3:48])(=[O:47])=[O:46])=[O:41])=[CH:22][CH:21]=4)=[N:17][C:13]=3[CH:12]=2)=[O:10])[CH:3]=[CH:4][CH:5]=[CH:6][CH:7]=1 |f:0.1,3.4|. Reported procedure: Prepared analogously to Example 90 from 1-methyl-2-[N-(4-amidinophenyl)aminomethyl]benzimidazol-5-yl-carboxylic acid-N-phenyl-N-(2-ethoxycarbonylethyl)amide hydrochloride and 2-(methylsulfonyl)ethyl chloroformate. Yield: 66% of theory, C32H36N6O7S (648.8); Rf value: 0.44 (silica gel; dichloromethane/ethanol=19:1); EKA mass spectrum: (M+H)+=649; (M+H+Na)++=336(M+2H)++=325.